From a dataset of the Open Reaction Database (ORD), a public repository of structured organic reaction records. describe an organic reaction: reactants, conditions, products, and yield Starting materials: Cc1ccccc1, O=Cc1ccc(C(=O)O)cc1, [H-], [Na+], COC(=O)C=P(c1ccccc1)(c1ccccc1)c1ccccc1. Yields the product COC(=O)C=Cc1ccc(C(=O)O)cc1. RXN SMILES: [CH3:38][c:39]1[cH:40][cH:41][cH:42][cH:43][cH:44]1.[CH:3](=[O:4])[c:5]1[cH:6][cH:7][c:8]([C:9](=[O:10])[OH:11])[cH:12][cH:13]1.[H-:1].[Na+:2].[c:14]1([P:15]([c:16]2[cH:17][cH:18][cH:19][cH:20][cH:21]2)([c:22]2[cH:23][cH:24][cH:25][cH:26][cH:27]2)=[CH:33][C:34](=[O:35])[O:36][CH3:37])[cH:28][cH:29][cH:30][cH:31][cH:32]1>>[CH:3]([c:5]1[cH:6][cH:7][c:8]([C:9](=[O:10])[OH:11])[cH:12][cH:13]1)=[CH:33][C:34](=[O:35])[O:36][CH3:37].